Dataset: the Open Reaction Database (ORD), a public repository of structured organic reaction records. Task: describe an organic reaction: reactants, conditions, products, and yield Reaction conditions: temperature 100 celsius. Reaction SMILES: Br[C:2]1[C:3]([O:12][CH2:13][C@H:14]2[CH2:16][C@@H:15]2[C:17]2[CH:22]=[CH:21][C:20]([O:23][CH3:24])=[CH:19][N:18]=2)=[N:4][C:5]2[C:10]([CH:11]=1)=[N:9][CH:8]=[CH:7][CH:6]=2.[N:25]1[C:34]2[CH2:33][CH2:32][NH:31][CH2:30][C:29]=2[CH:28]=[CH:27][CH:26]=1.CC(C)([O-])C.[Na+].CN(C1C(C2C(P(C3CCCCC3)C3CCCCC3)=CC=CC=2)=CC=CC=1)C>C1(C)C=CC=CC=1.CCOC(C)=O.C1C=CC(/C=C/C(/C=C/C2C=CC=CC=2)=O)=CC=1.C1C=CC(/C=C/C(/C=C/C2C=CC=CC=2)=O)=CC=1.C1C=CC(/C=C/C(/C=C/C2C=CC=CC=2)=O)=CC=1.[Pd].[Pd]>[N:25]1[C:34]2[CH2:33][CH2:32][N:31]([C:2]3[C:3]([O:12][CH2:13][C@H:14]4[CH2:16][C@@H:15]4[C:17]4[CH:22]=[CH:21][C:20]([O:23][CH3:24])=[CH:19][N:18]=4)=[N:4][C:5]4[C:10]([CH:11]=3)=[N:9][CH:8]=[CH:7][CH:6]=4)[CH2:30][C:29]=2[CH:28]=[CH:27][CH:26]=1 |f:2.3,7.8.9.10.11|. The reagents and catalysts are C=1C=CC(=CC1)/C=C/C(=O)/C=C/C2=CC=CC=C2.C=1C=CC(=CC1)/C=C/C(=O)/C=C/C2=CC=CC=C2.C=1C=CC(=CC1)/C=C/C(=O)/C=C/C2=CC=CC=C2.[Pd].[Pd] (tris(dibenzylideneacetone)dipalladium(0)). Reactants: BrC=1C(=NC2=CC=CN=C2C1)OC[C@@H]1[C@H](C1)C1=NC=C(C=C1)OC (3-bromo-2-{[(1S,2S)-2-(5-methoxypyridin-2-yl)cyclopropyl]methoxy}-1,5-naphthyridine), N1=CC=CC=2CNCCC12 (5,6,7,8-tetrahydro-1,6-naphthyridine), CC(C)([O-])C.[Na+] (sodium t-butoxide), CN(C)C1=CC=CC=C1C2=CC=CC=C2P(C3CCCCC3)C4CCCCC4 (DavePhos). Procedure details: A mixture of 3-bromo-2-{[(1S,2S)-2-(5-methoxypyridin-2-yl)cyclopropyl]methoxy}-1,5-naphthyridine (LL1) (25 mg, 0.07 mmol), 5,6,7,8-tetrahydro-1,6-naphthyridine (16.1 mg, 0.08 mmol), sodium t-butoxide (21.8 mg, 0.23 mmol), DavePhos (3.8 mg, 0.009 mmol) and tris(dibenzylideneacetone)dipalladium(0) (4.5 mg, 0.005 mol) in toluene (0.3 mL) was heated at 100° C. for 14 hours. The reaction mixture was allowed to cool to room temperature. The mixture was then diluted with EtOAc (5 mL), washed with sodiu... Yields the product N1=CC=CC=2CN(CCC12)C=1C(=NC2=CC=CN=C2C1)OC[C@@H]1[C@H](C1)C1=NC=C(C=C1)OC (3-(7,8-dihydro-1,6-naphthyridin-6(5H)-yl)-2-{[(1S,2S)-2-(5-methoxypyridin-2-yl)cyclopropyl]methoxy}-1,5-naphthyridine). The solvent is CCOC(=O)C (EtOAc), C1(=CC=CC=C1)C (toluene).